This data is from the Open Reaction Database (ORD), a public repository of structured organic reaction records. The task is: describe an organic reaction: reactants, conditions, products, and yield The reactants are O=O (oxygen), olefin, aldehyde, C(C)(=O)O (acetic acid), aldehyde alcohol, paraffin, [CH-]=O.[CH-]=O.[C-]#[O+].[C-]#[O+].[C-]#[O+].[C-]#[O+].[C-]#[O+].[C-]#[O+].[Co].[Co+2] (cobalt carbonyl). Yields the product C(C)(=O)[O-].[Co+2].C(C)(=O)[O-] (cobalt acetate). Reaction SMILES: O=O.[CH-]=O.[CH-]=O.[C-]#[O+].[C-]#[O+].[C-]#[O+].[C-]#[O+].[C-]#[O+].[C-]#[O+].[Co:19].[Co+2].[C:21]([OH:24])(=[O:23])[CH3:22]>>[C:21]([O-:24])(=[O:23])[CH3:22].[Co+2:19].[C:21]([O-:24])(=[O:23])[CH3:22] |f:1.2.3.4.5.6.7.8.9.10,12.13.14|. Reported procedure: The C12–C14 α-olefin mixture from Example 1 with the composition shown in Table I was hydroformylated in the manner indicated in Example 1. Unlike Example 1, instead of the rhodium catalyst and the polyethyleneimine ligand, the hydroformylation catalyst used was dicobaltoctacarbonyl without any other ligand, the amount being 2 g of cobalt based on 1000 g of reactor contents. In order that the olefin conversion obtained was from 98 to 99%, as in Example 1, using the same olefin feed, a reactor te... Reactants: ClC1=CC=C(C=C1)C1=NN(CC1C1=CC=CC=C1)C(NS(=O)(=O)N(CCC)CC)=S (3-(4-chlorophenyl)-N-(((ethyl)propyl-amino)sulfonyl)-4-phenyl-4,5-dihydro-1H-pyrazole-1-thiocarboxamide), CN (methylamine). The reagents and catalysts are Cl[Hg]Cl (HgCl2). Solvent: C(C)#N (acetonitrile), C(C)#N (acetonitrile). Conditions: time 4 hour. The product is ClC1=CC=C(C=C1)C1=NN(CC1C1=CC=CC=C1)C(=NS(=O)(=O)N(CCC)CC)NC (3-(4-chlorophenyl)-N′-(((ethyl)propylamino)sulfonyl)-N-methyl-4-phenyl-4,5-dihydro-1H-pyrazole-1-carboxamidine). Isolated yield 77.0%. Reaction SMILES: [Cl:1][C:2]1[CH:7]=[CH:6][C:5]([C:8]2[CH:12]([C:13]3[CH:18]=[CH:17][CH:16]=[CH:15][CH:14]=3)[CH2:11][N:10]([C:19](=S)[NH:20][S:21]([N:24]([CH2:28][CH3:29])[CH2:25][CH2:26][CH3:27])(=[O:23])=[O:22])[N:9]=2)=[CH:4][CH:3]=1.[CH3:31][NH2:32]>C(#N)C.Cl[Hg]Cl>[Cl:1][C:2]1[CH:7]=[CH:6][C:5]([C:8]2[CH:12]([C:13]3[CH:18]=[CH:17][CH:16]=[CH:15][CH:14]=3)[CH2:11][N:10]([C:19]([NH:32][CH3:31])=[N:20][S:21]([N:24]([CH2:28][CH3:29])[CH2:25][CH2:26][CH3:27])(=[O:23])=[O:22])[N:9]=2)=[CH:4][CH:3]=1. Reported procedure: Part B: To a stirred suspension of 3-(4-chlorophenyl)-N-(((ethyl)propyl-amino)sulfonyl)-4-phenyl-4,5-dihydro-1H-pyrazole-1-thiocarboxamide (2.32 gram, 5 mmol) in acetonitrile (20 mL) is added cold methylamine (4 mL). To the resulting solution is added a solution of HgCl2 (1.5 gram) in acetonitrile (10 mL). The resulting black suspension is stirred for four hours. The precipitate is removed by filtration. The filtrate is concentrated in vacuo, dissolved in dichloromethane and successively washed ... Reactants: [H-].[Na+] (Sodium hydride), C(#N)C(C(=O)OCC)C1=C(C(=CC=C1)SC1=C(C=CC=C1)C)OC (ethyl 2-cyano-2-[2-methoxy-3-(o-tolylthio)phenyl]acetate), CI (methyl iodide). The solvent is CN(C=O)C (dimethylformamide). Yields the product C(#N)C(C(=O)OCC)(C)C1=C(C(=CC=C1)SC1=C(C=CC=C1)C)OC (ethyl 2-cyano-2-[2-methoxy-3-(o-tolylthio)phenyl]propionate). Yield: 102.2%. As a reaction SMILES: [H-].[Na+].[C:3]([CH:5]([C:11]1[CH:16]=[CH:15][CH:14]=[C:13]([S:17][C:18]2[CH:23]=[CH:22][CH:21]=[CH:20][C:19]=2[CH3:24])[C:12]=1[O:25][CH3:26])[C:6]([O:8][CH2:9][CH3:10])=[O:7])#[N:4].[CH3:27]I>CN(C)C=O>[C:3]([C:5]([C:11]1[CH:16]=[CH:15][CH:14]=[C:13]([S:17][C:18]2[CH:23]=[CH:22][CH:21]=[CH:20][C:19]=2[CH3:24])[C:12]=1[O:25][CH3:26])([CH3:27])[C:6]([O:8][CH2:9][CH3:10])=[O:7])#[N:4] |f:0.1|. Reported procedure: Sodium hydride (65%, 1.05 g), ethyl 2-cyano-2-[2-methoxy-3-(o-tolylthio)phenyl]acetate (9.4 g), methyl iodide (7.85 g) and dimethylformamide (40 ml) were treated in a similar manner to that of Example 22-(2) to give oily ethyl 2-cyano-2-[2-methoxy-3-(o-tolylthio)phenyl]propionate (10.0 g). The reactants are C1(CCCC1)N1[C@@H](C(N(C=2C=NC(=NC12)NC=1C=CC(=C2CC(OC21)C)C(=O)O)C)=O)CC (7-[[(7R)-8-cyclopentyl-7-ethyl-5-methyl-6-oxo-7H-pteridin-2-yl]amino]-2-methyl-2,3-dihydrobenzofuran-4-carboxylic acid), 1-methyl-piperidyl-4-yl-amine, F[B-](F)(F)F.N1(N=NC2=C1C=CC=C2)OC(=[N+](C)C)N(C)C (O-(benzotriazol-1-yl)-N,N,N′,N′-tetra methyluronium tetrafluoroborate), C(C)(C)N(CC)C(C)C (diisopropylethylamine), C([O-])(O)=O.[Na+] (sodium bicarbonate). Run in ClCCl (dichloromethane). Conditions: time 2 hour. Product: C1(CCCC1)N1[C@@H](C(N(C=2C=NC(=NC12)NC=1C=CC(=C2CC(OC21)C)C(=O)NC2CCN(CC2)C)C)=O)CC (7-[[(7R)-8-cyclopentyl-7-ethyl-5-methyl-6-oxo-7H-pteridin-2-yl]amino]-2-methyl-N-(1-methyl-4-piperidyl)-2,3-dihydrobenzofuran-4-carboxamide). Isolated yield 36.5%. As a reaction SMILES: [CH:1]1([N:6]2[C:15]3[N:14]=[C:13]([NH:16][C:17]4[CH:18]=[CH:19][C:20]([C:27]([OH:29])=O)=[C:21]5[C:25]=4[O:24][CH:23]([CH3:26])[CH2:22]5)[N:12]=[CH:11][C:10]=3[N:9]([CH3:30])[C:8](=[O:31])[C@H:7]2[CH2:32][CH3:33])[CH2:5][CH2:4][CH2:3][CH2:2]1.F[B-](F)(F)F.[N:39]1(OC(N(C)C)=[N+](C)C)[C:43]2[CH:44]=[CH:45]C=[CH:47][C:42]=2N=N1.[CH:56]([N:59](C(C)C)CC)(C)C.C(=O)(O)[O-].[Na+]>ClCCl>[CH:1]1([N:6]2[C:15]3[N:14]=[C:13]([NH:16][C:17]4[CH:18]=[CH:19][C:20]([C:27]([NH:39][CH:43]5[CH2:42][CH2:47][N:59]([CH3:56])[CH2:45][CH2:44]5)=[O:29])=[C:21]5[C:25]=4[O:24][CH:23]([CH3:26])[CH2:22]5)[N:12]=[CH:11][C:10]=3[N:9]([CH3:30])[C:8](=[O:31])[C@H:7]2[CH2:32][CH3:33])[CH2:5][CH2:4][CH2:3][CH2:2]1 |f:1.2,4.5|. Procedure details: 7-[[(7R)-8-Cyclopentyl-7-ethyl-5-methyl-6-oxo-7H-pteridin-2-yl]amino]-2-methyl-2,3-dihydrobenzofuran-4-carboxylic acid 30d (70 mg, 0.20 mmol), 1-methyl-piperidyl-4-yl-amine (23 mg, 0.20 mmol), O-(benzotriazol-1-yl)-N,N,N′,N′-tetra methyluronium tetrafluoroborate (64 mg, 0.20 mmol) and diisopropylethylamine (65 mg, 0.50 mmol) were dissolved in 30 mL of dichloromethane. The reaction solution was stirred for 2 hours. The resulting solution was added with 20 mL of saturated sodium bicarbonate soluti... Starting materials: NC1=C2/C(/C(NC2=CC=C1N)=O)=C/C=1NC=CC1OC ((Z)-4,5-diamino-1,3-dihydro-3-[(3-methoxy-1H-pyrrol-2-yl)methylene]-2H-indol-2-one), NC1=C2/C(/C(NC2=CC=C1N)=O)=C/C=1NC=CC1OC ((Z)-4,5-diamino-1,3-dihydro-3-[(3-methoxy-1H-pyrrol-2-yl)methylene]-2H-indol-2-one), CC(C(C)=O)=O (2,3-butanedione). Run in C(C)O (ethanol). Yields the product CC=1C(=NC=2C=CC3=C(C2N1)/C(/C(N3)=O)=C/C=3NC=CC3OC)C ((Z)-7,9-dihydro-2,3-dimethyl-9-[(3-methoxy-1H-pyrrol-2-yl)methylene]-8H-pyrrolo-[3,2-f]quinoxalin-8-one). Isolated yield 100.0%. As a reaction SMILES: [NH2:1][C:2]1[C:10]([NH2:11])=[CH:9][CH:8]=[C:7]2[C:3]=1/[C:4](=[CH:13]/[C:14]1[NH:15][CH:16]=[CH:17][C:18]=1[O:19][CH3:20])/[C:5](=[O:12])[NH:6]2.[CH3:21][C:22](=O)[C:23](=O)[CH3:24]>C(O)C>[CH3:21][C:22]1[C:23]([CH3:24])=[N:11][C:10]2[CH:9]=[CH:8][C:7]3[NH:6][C:5](=[O:12])/[C:4](=[CH:13]\[C:14]4[NH:15][CH:16]=[CH:17][C:18]=4[O:19][CH3:20])/[C:3]=3[C:2]=2[N:1]=1. Procedure details: Using Method A above, (Z)-4,5-diamino-1,3-dihydro-3-[(3-methoxy-1H-pyrrol-2-yl)methylene]-2H-indol-2-one (60 mg, 0.22 mmol) (Starting Material 5) was condensed with 2,3-butanedione (135 μL) (Aldrich) in ethanol (3 ml) at reflux to give (Z)-7,9-dihydro-2,3-dimethyl-9-[(3-methoxy-1H-pyrrol-2-yl)methylene]-8H-pyrrolo-[3,2-f]quinoxalin-8-one in 100% yield. Reactants: Cc1cc(CBr)no1, CC(C)(C)OC(=O)N1CCNCC1, ClCCl. Product: Cc1cc(CN2CCN(C(=O)OC(C)(C)C)CC2)no1. As a reaction SMILES: [Br:1][CH2:2][c:3]1[n:4][o:5][c:6]([CH3:8])[cH:7]1.[C:9](=[O:10])([O:11][C:12]([CH3:13])([CH3:14])[CH3:15])[N:16]1[CH2:17][CH2:18][NH:19][CH2:20][CH2:21]1.[Cl:22][CH2:23][Cl:24]>>[CH2:2]([c:3]1[n:4][o:5][c:6]([CH3:8])[cH:7]1)[N:19]1[CH2:18][CH2:17][N:16]([C:9](=[O:10])[O:11][C:12]([CH3:13])([CH3:14])[CH3:15])[CH2:21][CH2:20]1. Reactants: [BH3-]C#N, CC(=O)[O-], O=Cc1ccc(Cl)c(Cl)c1, Cl, Cl, NC1CCCC1CNc1cc(=O)c2ccccc2[nH]1, [Na+], [Na+]. The product is O=c1cc(NCC2CCCC2NCc2ccc(Cl)c(Cl)c2)[nH]c2ccccc12. As a reaction SMILES: [C:6]([BH3-:7])#[N:8].[CH3:2][C:3](=[O:4])[O-:5].[Cl:10][c:11]1[cH:12][c:13]([CH:14]=[O:15])[cH:16][cH:17][c:18]1[Cl:19].[ClH:20].[ClH:21].[NH2:22][CH:23]1[CH:24]([CH2:28][NH:29][c:30]2[nH:31][c:32]3[cH:33][cH:34][cH:35][cH:36][c:37]3[c:38](=[O:40])[cH:39]2)[CH2:25][CH2:26][CH2:27]1.[Na+:1].[Na+:9]>>[Cl:10][c:11]1[cH:12][c:13]([CH2:14][NH:22][CH:23]2[CH:24]([CH2:28][NH:29][c:30]3[nH:31][c:32]4[cH:33][cH:34][cH:35][cH:36][c:37]4[c:38](=[O:40])[cH:39]3)[CH2:25][CH2:26][CH2:27]2)[cH:16][cH:17][c:18]1[Cl:19].